This data is from the Open Reaction Database (ORD), a public repository of structured organic reaction records. The task is: describe an organic reaction: reactants, conditions, products, and yield Starting materials: C=C(CCC=O)C=C (4-methylene-5-hexenal), [Cl-].[NH4+] (ammonium chloride), BrC(=C)C (2-bromopropene), [Mg] (magnesium). Run in O1CCCC1 (tetrahydrofuran), O1CCCC1 (tetrahydrofuran). Run at time 8 hour. Yields the product C(C=C)[Mg]Br (2-Propenyl magnesium bromide), CC(=C)C(CCC(C=C)=C)O (2-methyl-6-methylene-1,7-octadien-3-ol). The yield is 74.7%. RXN SMILES: [Br:1][C:2]([CH3:4])=[CH2:3].[Mg:5].[CH2:6]=[C:7]([CH:12]=[CH2:13])[CH2:8][CH2:9][CH:10]=[O:11].[Cl-].[NH4+]>O1CCCC1>[CH2:12]([Mg:5][Br:1])[CH:7]=[CH2:6].[CH3:4][C:2]([CH:10]([OH:11])[CH2:9][CH2:8][C:7](=[CH2:6])[CH:12]=[CH2:13])=[CH2:3] |f:3.4|. Procedure details: 2-Propenyl magnesium bromide is prepared under nitrogen from 2-bromopropene (50 g, 0.417 M) and magnesium (12 g, 0.5 M) in tetrahydrofuran (150 ml) in the usual manner. To this reagent, a solution of 4-methylene-5-hexenal (62 g, 0.564 M) in tetrahydrofuran (100 ml) is slowly added during a two hour period at 0° C. After the addition is complete, the mixture is allowed to warm to room temperature and then stirred overnight. The resulting mixture is poured into cold saturated ammonium chloride sol... Starting materials: OC=1C=CC=C2C=CNC12 (7-hydroxyindole), BrCCCCl (1-bromo-3-chloropropane), O (water), [H-].[Na+] (sodium hydride), oil. The solvent is CN(C=O)C (dimethylformamide), CN(C=O)C (dimethylformamide), CN(C=O)C (dimethylformamide). Conditions: time 0.5 hour. The product is ClCCCOC=1C=CC=C2C=CNC12 (7-(3-chloropropoxy)indole). Reaction SMILES: [H-].[Na+].[OH:3][C:4]1[CH:5]=[CH:6][CH:7]=[C:8]2[C:12]=1[NH:11][CH:10]=[CH:9]2.Br[CH2:14][CH2:15][CH2:16][Cl:17].O>CN(C)C=O>[Cl:17][CH2:16][CH2:15][CH2:14][O:3][C:4]1[CH:5]=[CH:6][CH:7]=[C:8]2[C:12]=1[NH:11][CH:10]=[CH:9]2 |f:0.1|. Procedure details: To a stirred suspension of sodium hydride (0.8 g, 17 mmol of a 50% oil dispersion) in dimethylformamide (20 ml), under nitrogen, was added dropwise 7-hydroxyindole (2.1 g, 15.7 mmol) in dimethylformamide (20 ml). After complete addition, the reaction was stirred at ambient temperature for 0.5 hour and then cooled to 15° C. To this cooled solution was added, dropwise, 1-bromo-3-chloropropane (2.5 g, 15.7 mmol) in dimethylformamide (5 ml). The reaction was then stirred at ambient temperature for 1... Starting materials: [NH4+].[Cl-] (NH4Cl), CS(=O)(=O)CCCO (3-Methanesulfonyl-propan-1-ol), BrC=1C=NC=C(C1)CBr (3-bromo-5-bromomethyl-pyridine), [H-].[Na+] (sodium hydride). Yield: 99.0%. RXN SMILES: [CH3:1][S:2]([CH2:5][CH2:6][CH2:7][OH:8])(=[O:4])=[O:3].[H-].[Na+].[Br:11][C:12]1[CH:13]=[N:14][CH:15]=[C:16]([CH2:18]Br)[CH:17]=1.[NH4+].[Cl-]>CN(C=O)C.CCOC(C)=O.O>[Br:11][C:12]1[CH:13]=[N:14][CH:15]=[C:16]([CH2:18][O:8][CH2:7][CH2:6][CH2:5][S:2]([CH3:1])(=[O:4])=[O:3])[CH:17]=1 |f:1.2,4.5|. Run in CCOC(=O)C (EtOAc), O (water), CN(C)C=O (DMF). The product is BrC=1C=NC=C(C1)COCCCS(=O)(=O)C (3-bromo-5-(3-methanesulfonyl-propoxymethyl)-pyridine). Procedure: 3-Methanesulfonyl-propan-1-ol (69 mg, 0.50 mmol) is dissolved in 2.0 mL of DMF and 60% sodium hydride (20 mg, 0.50 mmol) is added at 0° C. The mixture is stirred for 15 min and 3-bromo-5-bromomethyl-pyridine (50 mg, 0.20 mmol) is added. The mixture is stirred for 2 hrs and saturated aqueous NH4Cl solution (3 mL) is added along with water (10 mL) and EtOAc (10 mL). The mixture is stirred for 10 min and the aqueous layer is separated and extracted with EtOAc (2×15 ml). The organic layers are combi... Run at time 15 minute. The yield is 94.9%. Starting materials: C(C)OC(CCCOC1=C(C(=CC=C1)CCCCCCBr)CCC(=O)OCC)=O (4-[3-(6-bromo-hexyl)-2-(2-ethoxycarbonyl-ethyl)-phenoxy]-butyric acid ethyl ester), BrC=1C=C(C=C(C1)S(=O)(=O)CC)O (3-bromo-5-ethanesulfonyl-phenol), C([O-])([O-])=O.[K+].[K+] (potassium carbonate). Yields the product C(C)OC(CCCOC1=C(C(=CC=C1)CCCCCCOC1=CC(=CC(=C1)S(=O)(=O)CC)Br)CCC(=O)OCC)=O (4-[3-[6-(3-bromo-5-ethanesulfonyl-phenoxy)-hexyl]-2-(2-ethoxycarbonyl-ethyl)-phenoxy]-butyric acid ethyl ester). As a reaction SMILES: [CH2:1]([O:3][C:4](=[O:29])[CH2:5][CH2:6][CH2:7][O:8][C:9]1[CH:14]=[CH:13][CH:12]=[C:11]([CH2:15][CH2:16][CH2:17][CH2:18][CH2:19][CH2:20]Br)[C:10]=1[CH2:22][CH2:23][C:24]([O:26][CH2:27][CH3:28])=[O:25])[CH3:2].[Br:30][C:31]1[CH:32]=[C:33]([OH:42])[CH:34]=[C:35]([S:37]([CH2:40][CH3:41])(=[O:39])=[O:38])[CH:36]=1.C(=O)([O-])[O-].[K+].[K+]>>[CH2:1]([O:3][C:4](=[O:29])[CH2:5][CH2:6][CH2:7][O:8][C:9]1[CH:14]=[CH:13][CH:12]=[C:11]([CH2:15][CH2:16][CH2:17][CH2:18][CH2:19][CH2:20][O:42][C:33]2[CH:34]=[C:35]([S:37]([CH2:40][CH3:41])(=[O:39])=[O:38])[CH:36]=[C:31]([Br:30])[CH:32]=2)[C:10]=1[CH2:22][CH2:23][C:24]([O:26][CH2:27][CH3:28])=[O:25])[CH3:2] |f:2.3.4|. Procedure details: A similar procedure as described in Example 40, step 6 was used, starting from 4-[3-(6-bromo-hexyl)-2-(2-ethoxycarbonyl-ethyl)-phenoxy]-butyric acid ethyl ester (1.13 g, 2.39 mmol), 3-bromo-5-ethanesulfonyl-phenol (576 mg, 2.17 mmol), and potassium carbonate (600 mg, 4.34 mmol) to afford 4-[3-[6-(3-bromo-5-ethanesulfonyl-phenoxy)-hexyl]-2-(2-ethoxycarbonyl-ethyl)-phenoxy]-butyric acid ethyl ester (1.35 g, 95%) as a colorless viscous oil: ES(+)-HRMS m/e calcd for C31H43BrO8S (M+Na)+ 677.1754, fou...